From a dataset of the Open Reaction Database (ORD), a public repository of structured organic reaction records. describe an organic reaction: reactants, conditions, products, and yield The reactants are ClC1=NC(=CC2=C(C=CC=C12)Cl)OCC(F)F (1,5-dichloro-3-(2,2-difluoroethoxy)isoquinoline), [F-].[Cs+] (CsF). The solvent is CS(=O)C (DMSO). Reaction conditions: temperature 140 celsius. Product: ClC1=C2C=C(N=C(C2=CC=C1)F)OCC(F)F (5-chloro-3-(2,2-difluoroethoxy)-1-fluoroisoquinoline). RXN SMILES: Cl[C:2]1[C:11]2[C:6](=[C:7]([Cl:12])[CH:8]=[CH:9][CH:10]=2)[CH:5]=[C:4]([O:13][CH2:14][CH:15]([F:17])[F:16])[N:3]=1.[F-:18].[Cs+]>CS(C)=O>[Cl:12][C:7]1[CH:8]=[CH:9][CH:10]=[C:11]2[C:6]=1[CH:5]=[C:4]([O:13][CH2:14][CH:15]([F:17])[F:16])[N:3]=[C:2]2[F:18] |f:1.2|. Procedure: To a solution of 1,5-dichloro-3-(2,2-difluoroethoxy)isoquinoline (581 mg, 2.089 mmol) in DMSO (5 mL) was added CsF (349 mg, 2.298 mmol) and heated to 140° C. for 2 hrs. LC/MS showed the desired product. The reaction was diluted with ethyl acteate and washed with water, and brine. The organic phase was collected, dried over MgSO4, and concentrated under vacuum to give the crude product as a reddish brown solid. Crude material purified via silica gel chromatography (90 g column; 0-40% EtOAc:Hex) t... Starting materials: COC=1C=CC(=NC1OC)NC=1C=2N(N=C(C1)C=1C=C(C(=O)O)C=CC1)C=CN2 (3-(8-(5,6-dimethoxypyridin-2-ylamino)imidazo[1,2-b]pyridazin-6-yl)benzoic acid), NC=1C=C2CC(NC2=CC1)=O (5-aminoindolin-2-one), CN1C=NC=C1 (1-methyl-1H-imidazole), CCN=C=NCCCN(C)C (EDCI), Cl (HCl). Run in CN(C)C=O (DMF), O (water), C(C)(=O)OCC (Ethyl acetate). Reaction conditions: temperature 50 celsius, time 48 hour. Yields the product Cl.COC=1C=CC(=NC1OC)NC=1C=2N(N=C(C1)C=1C=C(C(=O)NC=3C=C4CC(NC4=CC3)=O)C=CC1)C=CN2 (3-(8-(5,6-dimethoxypyridin-2-ylamino)imidazo[1,2-b]pyridazin-6-yl)-N-(2-oxoindolin-5-yl)benzamide hydrochloride). Yield: 2.0%. RXN SMILES: [CH3:1][O:2][C:3]1[CH:4]=[CH:5][C:6]([NH:11][C:12]2[C:13]3[N:14]([CH:27]=[CH:28][N:29]=3)[N:15]=[C:16]([C:18]3[CH:19]=[C:20]([CH:24]=[CH:25][CH:26]=3)[C:21]([OH:23])=O)[CH:17]=2)=[N:7][C:8]=1[O:9][CH3:10].[NH2:30][C:31]1[CH:32]=[C:33]2[C:37](=[CH:38][CH:39]=1)[NH:36][C:35](=[O:40])[CH2:34]2.CN1C=CN=C1.CCN=C=NCCCN(C)C.[ClH:58]>CN(C=O)C.O.C(OCC)(=O)C>[ClH:58].[CH3:1][O:2][C:3]1[CH:4]=[CH:5][C:6]([NH:11][C:12]2[C:13]3[N:14]([CH:27]=[CH:28][N:29]=3)[N:15]=[C:16]([C:18]3[CH:19]=[C:20]([CH:24]=[CH:25][CH:26]=3)[C:21]([NH:30][C:31]3[CH:32]=[C:33]4[C:37](=[CH:38][CH:39]=3)[NH:36][C:35](=[O:40])[CH2:34]4)=[O:23])[CH:17]=2)=[N:7][C:8]=1[O:9][CH3:10] |f:8.9|. Procedure details: A mixture of 3-(8-(5,6-dimethoxypyridin-2-ylamino)imidazo[1,2-b]pyridazin-6-yl)benzoic acid (100 mg, 0.26 mmol), 5-aminoindolin-2-one (38 mg, 0.26 mmol), 1-methyl-1H-imidazole (84 mg, 1.02 mmol) and EDCI (196 mg, 1.02 mmol) in DMF (3 mL) was stirred at 50° C. for 48 h. Ethyl acetate (5 mL) and water (5 mL) were added. The organic layer was separated and the aqueous phase was extracted with ethyl acetate (20 mL). The organic phases were combined and washed with brine (10 mL) then dried over Na2SO... Starting materials: O(C1=CC=CC=C1)C1=C(NC(C)=O)C=CC=C1 (2'-phenoxy-acetanilide), C1(=CC=CC=C1)OC1=C(C=CC=C1)[N+](=O)[O-] (o-Nitrophenyl phenyl ether), [N+](=O)(O)[O-] (nitric acid), O(C1=CC=CC=C1)C1=C(N)C=CC=C1 (o-phenoxyaniline), O(C1=CC=CC=C1)C1=C(NC(C)=O)C=CC=C1 (2'-phenoxyacetanilide). Run in C(C)(=O)O (acetic acid). Yields the product [N+](=O)([O-])C1=CC(=C(NC(C)=O)C=C1)OC1=CC=CC=C1 (4'-nitro-2'-phenoxy-acetanilide). Isolated yield 60.0%. As a reaction SMILES: C1(OC2C=CC=CC=2[N+:14]([O-:16])=[O:15])C=CC=CC=1.O(C1C=CC=CC=1N)C1C=CC=CC=1.[O:31]([C:38]1[CH:47]=[CH:46][CH:45]=[CH:44][C:39]=1[NH:40][C:41](=[O:43])[CH3:42])[C:32]1[CH:37]=[CH:36][CH:35]=[CH:34][CH:33]=1.[N+]([O-])(O)=O>C(O)(=O)C>[N+:14]([C:46]1[CH:45]=[CH:44][C:39]([NH:40][C:41](=[O:43])[CH3:42])=[C:38]([O:31][C:32]2[CH:33]=[CH:34][CH:35]=[CH:36][CH:37]=2)[CH:47]=1)([O-:16])=[O:15]. Procedure details: o-Nitrophenyl phenyl ether was reduced catalytically to o-phenoxyaniline, m. 43°-5°, which was acetylated to 2'-phenoxyacetanilide, m. 82°-4°. Yields from both reactions were essentially quantitative. The 2'-phenoxy-acetanilide was dissolved in acetic acid and treated at 60°-80° with red fuming nitric acid to produce a 60-70% yield of 4'-nitro-2'-phenoxy-acetanilide, m. 176°-183°. This was deacetylated by refluxing with methanolic hydrochloric acid to 4-nitro-2-phenoxyaniline, m. 116°-8°. The yi... Starting materials: OC1=C(C2=C(C(CCO2)=O)C=C1)CCC (2,3-dihydro-7-hydroxy-8-propyl-4H-1-benzopyran-4-one), C(C)OC(CCC1=C(C=CC(=C1)C(=O)C1=CC(=CC=C1)C(=O)OCC)CCCCCCBr)=O (2-(6-bromohexyl)-5-[[3-(ethoxycarbonyl)phenyl]carbonyl]benzenepropanoic acid ethyl ester). The solvent is CCCCCC.C(C)(=O)OCC (hexane ethyl acetate). The product is C(=O)(O)C=1C=C(C=CC1)C(=O)C=1C=CC(=C(C1)CCC(=O)O)CCCCCCOC1=C(C2=C(C(CCO2)=O)C=C1)CCC (5-[(3-Carboxyphenyl)carbonyl]-2-[6-[(3,4-dihydro-4-oxo-8-propyl-2H-1-benzopyran-7-yl)oxy]hexyl]benzenepropanoic Acid). The yield is 32.6%. RXN SMILES: [OH:1][C:2]1[CH:12]=[CH:11][C:5]2[C:6](=[O:10])[CH2:7][CH2:8][O:9][C:4]=2[C:3]=1[CH2:13][CH2:14][CH3:15].C([O:18][C:19](=[O:48])[CH2:20][CH2:21][C:22]1[CH:27]=[C:26]([C:28]([C:30]2[CH:35]=[CH:34][CH:33]=[C:32]([C:36]([O:38]CC)=[O:37])[CH:31]=2)=[O:29])[CH:25]=[CH:24][C:23]=1[CH2:41][CH2:42][CH2:43][CH2:44][CH2:45][CH2:46]Br)C>CCCCCC.C(OCC)(=O)C>[C:36]([C:32]1[CH:31]=[C:30]([C:28]([C:26]2[CH:25]=[CH:24][C:23]([CH2:41][CH2:42][CH2:43][CH2:44][CH2:45][CH2:46][O:1][C:2]3[CH:12]=[CH:11][C:5]4[C:6](=[O:10])[CH2:7][CH2:8][O:9][C:4]=4[C:3]=3[CH2:13][CH2:14][CH3:15])=[C:22]([CH2:21][CH2:20][C:19]([OH:48])=[O:18])[CH:27]=2)=[O:29])[CH:35]=[CH:34][CH:33]=1)([OH:38])=[O:37] |f:2.3|. Procedure: Starting with 0.169 g (0.82 mmol) of 2,3-dihydro-7-hydroxy-8-propyl-4H-1-benzopyran-4-one and 0.425 g (0.82 mmol) of 2-(6-bromohexyl)-5-[[3-(ethoxycarbonyl)phenyl]carbonyl]benzenepropanoic acid ethyl ester, the title compound (0.157 g; 34.7% overall yield) was obtained as a white solid, mp 137°-139° C. (recrystallized from hexane-ethyl acetate), using the procedure of example 22. The reactants are C=O (paraformaldehyde), C(C)(C)N (isopropylamine), C(C)(=O)O (acetic acid), C(C)(C)N1CCC(CC1)=O (N-isopropyl-4-piperidinone), C(C)(=O)O (acetic acid), [OH-].[Na+] (NaOH). The solvent is CCOCC (ether), O (H2O). Reaction conditions: temperature 5 celsius, time 23 hour. The product is C(C)(C)N1CC2CN(CC(C1)C2=O)C(C)C (3,7-Diisopropyl-3,7-diazabicyclo[3.3.1]nonan-9-one). Yield: 67.3%. Reaction SMILES: [CH:1]([NH2:4])([CH3:3])[CH3:2].[C:5]([OH:8])(=O)[CH3:6].[CH:9]([N:12]1[CH2:17]C[C:15](=O)[CH2:14][CH2:13]1)([CH3:11])[CH3:10].[CH2:19]=O.[OH-].[Na+]>O.CCOCC>[CH:1]([N:4]1[CH2:15][CH:14]2[C:5](=[O:8])[CH:6]([CH2:17][N:12]([CH:9]([CH3:11])[CH3:10])[CH2:13]2)[CH2:19]1)([CH3:3])[CH3:2] |f:4.5|. Procedure: A flask was equipped with a magnetic stirrer, a heating mantle, an addition funnel a condensor with N2 inlet and a glass stopper. A mixture of isopropylamine (8.87 g, 150.0 mmol) HCl (37%, 7.39 g, 75.0 mmol), glacial acetic acid (9.01 g, 150.0 mmol) and parformaldehyde (9.46 g, 315.0 mmol) in deoxygenated (N2 bubbled in for 2 h) methanol (125 ml) was stirred at reflux for 15 min under N2. A solution of N-isopropyl-4-piperidinone (101, 21.18 g, 150.0 mmol) and glacial acetic acid (9.01 g, 150.0 m... Starting materials: ClC=1C(=C(CN2C(=NC=3C2=NC(=CC3C(=O)OC)N3CCOCC3)C)C=CC1)C (methyl 3-(3-chloro-2-methylbenzyl)-2-methyl-5-morpholino-3H-imidazo[4,5-b]pyridine-7-carboxylate). Run in [Li+].[OH-] (LiOH), C1CCOC1 (THF). Conditions: temperature 60 celsius, time 5 hour. The product is ClC=1C(=C(CN2C(=NC=3C2=NC(=CC3C(=O)O)N3CCOCC3)C)C=CC1)C (3-(3-chloro-2-methylbenzyl)-2-methyl-5-morpholino-3H-imidazo[4,5-b]pyridine-7-carboxylic acid). The yield is 70.1%. RXN SMILES: [Cl:1][C:2]1[C:3]([CH3:29])=[C:4]([CH:26]=[CH:27][CH:28]=1)[CH2:5][N:6]1[C:10]2=[N:11][C:12]([N:19]3[CH2:24][CH2:23][O:22][CH2:21][CH2:20]3)=[CH:13][C:14]([C:15]([O:17]C)=[O:16])=[C:9]2[N:8]=[C:7]1[CH3:25]>[Li+].[OH-].C1COCC1>[Cl:1][C:2]1[C:3]([CH3:29])=[C:4]([CH:26]=[CH:27][CH:28]=1)[CH2:5][N:6]1[C:10]2=[N:11][C:12]([N:19]3[CH2:20][CH2:21][O:22][CH2:23][CH2:24]3)=[CH:13][C:14]([C:15]([OH:17])=[O:16])=[C:9]2[N:8]=[C:7]1[CH3:25] |f:1.2|. Reported procedure: A mixture of methyl 3-(3-chloro-2-methylbenzyl)-2-methyl-5-morpholino-3H-imidazo[4,5-b]pyridine-7-carboxylate (239 mg, 0.58 mmol) in 2N LiOH (15 mL) and THF (15 mL) was stirred at 60° C. for 5 h. It was cooled to room temperature and the precipitate was collected by filtration. It was then poured into water (100 mL) and the suspension was acidified with formic acid to pH=1. It was filtered and the solid was washed with water to afford the desired product as a gray solid (163 mg, 71%). LC/MS: MS ... The reactants are CC(C)O, Nc1ncnc2c1c(-c1ccc(Oc3ccccc3)cc1)nn2C1CNC1, CC(C)(C)OC(=O)N1CCC2(CC1)CO2. The product is CC(C)(C)OC(=O)N1CCC(O)(CN2CC(n3nc(-c4ccc(Oc5ccccc5)cc4)c4c(N)ncnc43)C2)CC1. RXN SMILES: [CH:43]([OH:44])([CH3:45])[CH3:46].[NH:1]1[CH2:2][CH:3]([n:5]2[n:6][c:7](-[c:15]3[cH:16][cH:17][c:18]([O:21][c:22]4[cH:23][cH:24][cH:25][cH:26][cH:27]4)[cH:19][cH:20]3)[c:8]3[c:9]2[n:10][cH:11][n:12][c:13]3[NH2:14])[CH2:4]1.[O:28]1[CH2:29][C:30]12[CH2:31][CH2:32][N:33]([C:36](=[O:37])[O:38][C:39]([CH3:40])([CH3:41])[CH3:42])[CH2:34][CH2:35]2>>[N:1]1([CH2:29][C:30]2([OH:28])[CH2:31][CH2:32][N:33]([C:36](=[O:37])[O:38][C:39]([CH3:40])([CH3:41])[CH3:42])[CH2:34][CH2:35]2)[CH2:2][CH:3]([n:5]2[n:6][c:7](-[c:15]3[cH:16][cH:17][c:18]([O:21][c:22]4[cH:23][cH:24][cH:25][cH:26][cH:27]4)[cH:19][cH:20]3)[c:8]3[c:9]2[n:10][cH:11][n:12][c:13]3[NH2:14])[CH2:4]1.